From a dataset of the Open Reaction Database (ORD), a public repository of structured organic reaction records. describe an organic reaction: reactants, conditions, products, and yield Isolated yield 64.8%. The product is O([Si](C)(C)C(C)(C)C)CCCC1=CC=CC=2N1C=CN2 (5-(3-t-butyldimethylsiloxypropyl)imidazo[1,2-a]pyridine). The reactants are CC1=CC=CC=2N1C=CN2 (5-methylimidazo[1,2-a]pyridine), C(C)(C)[N-]C(C)C.[Li+] (lithium diisopropylamide), BrCCO[Si](C)(C)C(C)(C)C (1-bromo-2-t-butyldimethylsiloxyethane). As a reaction SMILES: [CH3:1][C:2]1[N:7]2[CH:8]=[CH:9][N:10]=[C:6]2[CH:5]=[CH:4][CH:3]=1.C([N-]C(C)C)(C)C.[Li+].Br[CH2:20][CH2:21][O:22][Si:23]([C:26]([CH3:29])([CH3:28])[CH3:27])([CH3:25])[CH3:24]>>[O:22]([CH2:21][CH2:20][CH2:1][C:2]1[N:7]2[CH:8]=[CH:9][N:10]=[C:6]2[CH:5]=[CH:4][CH:3]=1)[Si:23]([C:26]([CH3:29])([CH3:28])[CH3:27])([CH3:25])[CH3:24] |f:1.2|. Reported procedure: Using 13.22 g (100 mmol) of 5-methylimidazo[1,2-a]pyridine, 50 ml (100 mmol) of a 2M lithium diisopropylamide solution (produced by Aldrich Company) and 23.92 g (100 mmol) of 1-bromo-2-t-butyldimethylsiloxyethane, the same procedure as in Reference Example 3 was followed, to yield 18.81 g (64.8%, yellow oily substance) of 5-(3-t-butyldimethylsiloxypropyl)imidazo[1,2-a]pyridine.